The task is: describe an organic reaction: reactants, conditions, products, and yield. This data is from the Open Reaction Database (ORD), a public repository of structured organic reaction records. Starting materials: C([O-])(O)=O.[Na+] (sodium bicarbonate), CC(=O)C (Acetone), C(C)(=O)O[BH-](OC(C)=O)OC(C)=O.[Na+] (sodium triacetoxyborohydride), ClC1=CC2=C(N3C(=NN=C3CN(C2)C2CNCC2)C2CCN(CC2)C2=NC=CC=C2)C=C1 (8-Chloro-5-pyrrolidin-3-yl-1-(3,4,5,6-tetrahydro-2H-[1,2′]bipyridinyl-4-yl)-5,6-dihydro-4H-2,3,5,10b-tetraaza-benzo[e]azulene). The solvent is ClCCl (dichloromethane). Reaction conditions: time 16 hour. Yields the product Cl.Cl.Cl.ClC1=CC2=C(N3C(=NN=C3CN(C2)C2CN(CC2)C(C)C)C2CCN(CC2)C2=NC=CC=C2)C=C1 (8-Chloro-5-(1-isopropyl-pyrrolidin-3-yl)-1-(3,4,5,6-tetrahydro-2H-[1,2′]bipyridinyl-4-yl)-5,6-dihydro-4H-2,3,5,10b-tetraaza-benzo[e]azulene trihydrochloride). RXN SMILES: [CH3:1][C:2]([CH3:4])=O.C(O[BH-](OC(=O)C)OC(=O)C)(=O)C.[Na+].[Cl:19][C:20]1[CH:50]=[CH:49][C:23]2[N:24]3[C:28]([CH2:29][N:30]([CH:32]4[CH2:36][CH2:35][NH:34][CH2:33]4)[CH2:31][C:22]=2[CH:21]=1)=[N:27][N:26]=[C:25]3[CH:37]1[CH2:42][CH2:41][N:40]([C:43]2[CH:48]=[CH:47][CH:46]=[CH:45][N:44]=2)[CH2:39][CH2:38]1.C(=O)(O)[O-].[Na+]>ClCCl>[ClH:19].[ClH:19].[ClH:19].[Cl:19][C:20]1[CH:50]=[CH:49][C:23]2[N:24]3[C:28]([CH2:29][N:30]([CH:32]4[CH2:36][CH2:35][N:34]([CH:2]([CH3:4])[CH3:1])[CH2:33]4)[CH2:31][C:22]=2[CH:21]=1)=[N:27][N:26]=[C:25]3[CH:37]1[CH2:38][CH2:39][N:40]([C:43]2[CH:48]=[CH:47][CH:46]=[CH:45][N:44]=2)[CH2:41][CH2:42]1 |f:1.2,4.5,7.8.9.10|. Procedure: Acetone (0.1 ml) and sodium triacetoxyborohydride (47 mg, 0.22 mmol) were added to a solution of the amine from example 56 (100 mg, 0.22 mmol) in dichloromethane (5 ml), and the reaction mixture was stirred at room temperature for 16 hours. Saturated aqueous sodium bicarbonate solution (10 ml) was added, the mixture was stirred vigorously for 10 minutes, and the layers were separated. The organic layer was evaporated under reduced pressure and the residue purified by column chromatography on sil... The reactants are N1(C=NC=C1)C1=CC=C(C(=O)CC(=O)OCC)C=C1 (ethyl 4-(1-imidazolyl)benzoylacetate), C(C)(=O)O (acetic acid), N1=CC(=CC=C1)C#CCOC(\C=C(\C)/N)=O (3-aminocrotonate 3-(3-pyridyl)-2-propynylester), C(C=CC1=CC=CC=C1)=O (cinnamaldehyde). The solvent is CO (methanol). Product: N1=CC(=CC=C1)C#CCOC(=O)C=1C(C(=C(NC1C)C1=CC=C(C=C1)N1C=NC=C1)C(=O)OCC)\C=C\C1=CC=CC=C1 (2-[4-(1-Imidazolyl)phenyl]-6-methyl-4-[(E)-2-phenylethenyl]-1,4-dihydropyridin-3,5-dicarboxylate 3-ethylester 5-[3-(3-pyridyl)-2-propynyl]ester). Reaction SMILES: [N:1]1([C:6]2[CH:19]=[CH:18][C:9]([C:10]([CH2:12][C:13]([O:15][CH2:16][CH3:17])=[O:14])=O)=[CH:8][CH:7]=2)[CH:5]=[CH:4][N:3]=[CH:2]1.[N:20]1[CH:25]=[CH:24][CH:23]=[C:22]([C:26]#[C:27][CH2:28][O:29][C:30](=[O:35])/[CH:31]=[C:32](\[NH2:34])/[CH3:33])[CH:21]=1.[CH:36](=O)[CH:37]=[CH:38][C:39]1[CH:44]=[CH:43][CH:42]=[CH:41][CH:40]=1.C(O)(=O)C>CO>[N:20]1[CH:25]=[CH:24][CH:23]=[C:22]([C:26]#[C:27][CH2:28][O:29][C:30]([C:31]2[CH:36](/[CH:37]=[CH:38]/[C:39]3[CH:44]=[CH:43][CH:42]=[CH:41][CH:40]=3)[C:12]([C:13]([O:15][CH2:16][CH3:17])=[O:14])=[C:10]([C:9]3[CH:18]=[CH:19][C:6]([N:1]4[CH:5]=[CH:4][N:3]=[CH:2]4)=[CH:7][CH:8]=3)[NH:34][C:32]=2[CH3:33])=[O:35])[CH:21]=1. Procedure: 520 mg of ethyl 4-(1-imidazolyl)benzoylacetate, 420 mg of 3-aminocrotonate 3-(3-pyridyl)-2-propynylester, and 300 mg of cinnamaldehyde were allowed to stand in 20 ml methanol solution containing 1 ml of acetic acid at room temperature for 1 week. The reaction solution was extracted with ethyl acetate and then the solvent was concentrated to dryness. The oily substance was purified by silica gel column chromatography to obtain the target compound in an amount of 520 mg (48.2%). Reactants: CCCS(=O)(=O)c1ccc(C)c(Br)c1, CC(C)(C)C(Oc1ccc(Cl)cc1C#C[Si](C)(C)C)C(=O)[O-]. Yields the product CCCS(=O)(=O)c1ccc(C)c(C#C[Si](C)(C)C)c1. As a reaction SMILES: [Br:23][c:24]1[c:25]([CH3:36])[cH:26][cH:27][c:28]([S:30](=[O:31])(=[O:32])[CH2:33][CH2:34][CH3:35])[cH:29]1.[C:1]([CH:2]([O:3][c:4]1[cH:5][cH:6][c:7]([Cl:8])[cH:9][c:10]1[C:17]#[C:18][Si:19]([CH3:20])([CH3:21])[CH3:22])[C:11]([O-:12])=[O:13])([CH3:14])([CH3:15])[CH3:16]>>[C:17](#[C:18][Si:19]([CH3:20])([CH3:21])[CH3:22])[c:24]1[c:25]([CH3:36])[cH:26][cH:27][c:28]([S:30](=[O:31])(=[O:32])[CH2:33][CH2:34][CH3:35])[cH:29]1.